This data is from the Open Reaction Database (ORD), a public repository of structured organic reaction records. The task is: describe an organic reaction: reactants, conditions, products, and yield Reactants: COC=1C=C2C(=NNC2=CC1)C(=O)NCC1CCN(CC1)CC=1SC=C(N1)C(=O)OC (methyl 2-{[4-({[(5-methoxy-1H-indazol-3-yl)carbonyl]amino}methyl)piperidin-1-yl]methyl}-1,3-thiazole-4-carboxylate), BrC=1C=C2C(=NNC2=CC1)C(=O)O (5-bromo-1H-indazole-3-carboxylic acid), NCC1CCN(CC1)C(=O)OC(C)(C)C (tert-butyl 4-(aminomethyl)piperidine-1-carboxylate). The product is BrC=1C=C2C(=NNC2=CC1)C(=O)NCC1CCN(CC1)C(=O)OC(C)(C)C (Tert-butyl 4-({[(5-bromo-1H-indazol-3-yl)carbonyl]amino}methyl)piperidine-1-carboxylate). Reaction SMILES: COC1C=C2C(=CC=1)NN=C2C(NCC1CCN(CC2SC=C(C(OC)=O)N=2)CC1)=O.[Br:32][C:33]1[CH:34]=[C:35]2[C:39](=[CH:40][CH:41]=1)[NH:38][N:37]=[C:36]2[C:42]([OH:44])=O.[NH2:45][CH2:46][CH:47]1[CH2:52][CH2:51][N:50]([C:53]([O:55][C:56]([CH3:59])([CH3:58])[CH3:57])=[O:54])[CH2:49][CH2:48]1>>[Br:32][C:33]1[CH:34]=[C:35]2[C:39](=[CH:40][CH:41]=1)[NH:38][N:37]=[C:36]2[C:42]([NH:45][CH2:46][CH:47]1[CH2:52][CH2:51][N:50]([C:53]([O:55][C:56]([CH3:59])([CH3:58])[CH3:57])=[O:54])[CH2:49][CH2:48]1)=[O:44]. Procedure: Tert-butyl 4-({[(5-bromo-1H-indazol-3-yl)carbonyl]amino}methyl)piperidine-1-carboxylate 11a was prepared, according to the procedure described for compound 7, from 5-bromo-1H-indazole-3-carboxylic acid and tert-butyl 4-(aminomethyl)piperidine-1-carboxylate. Yield: 40.6 g, 87%